Dataset: the Open Reaction Database (ORD), a public repository of structured organic reaction records. Task: describe an organic reaction: reactants, conditions, products, and yield The reactants are FC=1C(=CC2=C(NC(=N2)S)C1)N1CCCCC1 (6-fluoro-5-(piperidin-1-yl)-2-mercapto-1H-benzimidazole), 1R, Cl.CC=1C(=NC=CC1OCC(F)(F)F)CCl (3-methyl-4-(2,2,2,-trifluoroethoxy)-2-chloromethylpyridine hydrochloride), [OH-].[Na+] (sodium hydroxide). Solvent: C(C)O (ethanol). Yields the product CC=1C(=NC=CC1OCC(F)(F)F)CSC1=NC2=C(N1)C=C(C(=C2)N2CCCCC2)F (2-[[3-Methyl-4-(2,2,2-trifluoroethoxy)pyridin-2-yl]methylthio]-6-fluoro-5-(piperidin-1-yl)-1H-benzimidazole). Isolated yield 49.5%. As a reaction SMILES: [F:1][C:2]1[C:3]([N:12]2[CH2:17][CH2:16][CH2:15][CH2:14][CH2:13]2)=[CH:4][C:5]2[N:9]=[C:8]([SH:10])[NH:7][C:6]=2[CH:11]=1.Cl.[CH3:19][C:20]1[C:21]([CH2:32]Cl)=[N:22][CH:23]=[CH:24][C:25]=1[O:26][CH2:27][C:28]([F:31])([F:30])[F:29].[OH-].[Na+]>C(O)C>[CH3:19][C:20]1[C:21]([CH2:32][S:10][C:8]2[NH:7][C:6]3[CH:11]=[C:2]([F:1])[C:3]([N:12]4[CH2:17][CH2:16][CH2:15][CH2:14][CH2:13]4)=[CH:4][C:5]=3[N:9]=2)=[N:22][CH:23]=[CH:24][C:25]=1[O:26][CH2:27][C:28]([F:31])([F:29])[F:30] |f:1.2,3.4|. Procedure: The title compound (0.45 g, 50%) was prepared by the general procedure using 6-fluoro-5-(piperidin-1-yl)-2-mercapto-1H-benzimidazole (0.5 g, 2.0 mmol) (obtained in preparation 3), 3-methyl-4-(2,2,2,-trifluoroethoxy)-2-chloromethylpyridine hydrochloride (0.47 g, 2.0 mmol), sodium hydroxide (0.16 g, 4.0 mmol) and ethanol (10 mL). mp 160-161° C.; 1R (KBr) 3122, 1585, 1432 cm-1 ; 1H NMR (CDCl3) δ 1.60 (m, 2H, CH2), 1.80 (m, 4H, (CH2)2), 2.38 (s, 3H, CH3), 3.00 (m, 4H, N(CH2)2), 4.40 (s, 2H, SCH2), 4... Reactants: CC(C)CC(NC(=O)OC(C)(C)C)C(=O)O, CI, CCOC(C)=O, CO, ClC(Cl)Cl, [H-], [Na+], C1CCOC1, O. The product is CC(C)CC(C(=O)O)N(C)C(=O)OC(C)(C)C. RXN SMILES: [C:1](=[O:2])([O:3][C:4]([CH3:5])([CH3:6])[CH3:7])[NH:8][CH:9]([CH2:10][CH:11]([CH3:12])[CH3:13])[C:14](=[O:15])[OH:16].[CH3:17][I:18].[CH3:21][CH2:22][O:23][C:24](=[O:25])[CH3:26].[CH3:32][OH:33].[CH:34]([Cl:35])([Cl:36])[Cl:37].[H-:19].[Na+:20].[O:27]1[CH2:28][CH2:29][CH2:30][CH2:31]1.[OH2:38]>>[C:1](=[O:2])([O:3][C:4]([CH3:5])([CH3:6])[CH3:7])[N:8]([CH:9]([CH2:10][CH:11]([CH3:12])[CH3:13])[C:14](=[O:15])[OH:16])[CH3:21].